Task: describe an organic reaction: reactants, conditions, products, and yield. Dataset: the Open Reaction Database (ORD), a public repository of structured organic reaction records Reactants: CS(C)=O, [Cu]I, Ic1ccccc1, [K+], [K+], O=[N+]([O-])c1cn[nH]c1, O=C([O-])[O-], O, Oc1cccc2cccnc12. Yields the product O=[N+]([O-])c1cnn(-c2ccccc2)c1. Reaction SMILES: [CH3:33][S:34]([CH3:35])=[O:36].[Cu:37][I:38].[I:9][c:10]1[cH:11][cH:12][cH:13][cH:14][cH:15]1.[K+:27].[K+:28].[N+:1](=[O:2])([O-:3])[c:4]1[cH:5][n:6][nH:7][cH:8]1.[O-:29][C:30]([O-:31])=[O:32].[OH2:39].[OH:16][c:17]1[cH:18][cH:19][cH:20][c:21]2[c:22]1[n:23][cH:24][cH:25][cH:26]2>>[N+:1](=[O:2])([O-:3])[c:4]1[cH:5][n:6][n:7](-[c:10]2[cH:11][cH:12][cH:13][cH:14][cH:15]2)[cH:8]1. Reactants: O=Cc1cccc(CN(C(=O)c2cc(C(=O)O)c(C(=O)O)cc2C(=O)O)C2CCCc3ccccc32)c1, NOCc1c(F)c(F)c(F)c(F)c1F. Yields the product O=C(O)c1cc(C(=O)O)c(C(=O)N(Cc2cccc(C=NOCc3c(F)c(F)c(F)c(F)c3F)c2)C2CCCc3ccccc32)cc1C(=O)O. RXN SMILES: [CH:1](=[O:2])[c:3]1[cH:4][c:5]([CH2:6][N:7]([C:8](=[O:9])[c:10]2[c:11]([C:22](=[O:23])[OH:24])[cH:12][c:13]([C:19](=[O:20])[OH:21])[c:14]([C:16](=[O:17])[OH:18])[cH:15]2)[CH:25]2[CH2:26][CH2:27][CH2:28][c:29]3[cH:30][cH:31][cH:32][cH:33][c:34]32)[cH:35][cH:36][cH:37]1.[F:38][c:39]1[c:40]([CH2:41][O:42][NH2:43])[c:44]([F:51])[c:45]([F:50])[c:46]([F:49])[c:47]1[F:48]>>[CH:1]([c:3]1[cH:4][c:5]([CH2:6][N:7]([C:8](=[O:9])[c:10]2[c:11]([C:22](=[O:23])[OH:24])[cH:12][c:13]([C:19](=[O:20])[OH:21])[c:14]([C:16](=[O:17])[OH:18])[cH:15]2)[CH:25]2[CH2:26][CH2:27][CH2:28][c:29]3[cH:30][cH:31][cH:32][cH:33][c:34]32)[cH:35][cH:36][cH:37]1)=[N:43][O:42][CH2:41][c:40]1[c:39]([F:38])[c:47]([F:48])[c:46]([F:49])[c:45]([F:50])[c:44]1[F:51]. The reactants are CN1CCNCC1, COCCOC, Cc1c(Nc2c(C#N)cncc2-c2ccc(OCCCl)cc2)cc(Cl)c2[nH]ccc12. The product is Cc1c(Nc2c(C#N)cncc2-c2ccc(OCCN3CCN(C)CC3)cc2)cc(Cl)c2[nH]ccc12. RXN SMILES: [CH3:31][N:32]1[CH2:33][CH2:34][NH:35][CH2:36][CH2:37]1.[CH3:38][O:39][CH2:40][CH2:41][O:42][CH3:43].[Cl:1][CH2:2][CH2:3][O:4][c:5]1[cH:6][cH:7][c:8](-[c:11]2[cH:12][n:13][cH:14][c:15]([C:16]#[N:17])[c:18]2[NH:19][c:20]2[c:21]([CH3:30])[c:22]3[cH:23][cH:24][nH:25][c:26]3[c:27]([Cl:29])[cH:28]2)[cH:9][cH:10]1>>[CH2:2]([CH2:3][O:4][c:5]1[cH:6][cH:7][c:8](-[c:11]2[cH:12][n:13][cH:14][c:15]([C:16]#[N:17])[c:18]2[NH:19][c:20]2[c:21]([CH3:30])[c:22]3[cH:23][cH:24][nH:25][c:26]3[c:27]([Cl:29])[cH:28]2)[cH:9][cH:10]1)[N:35]1[CH2:34][CH2:33][N:32]([CH3:31])[CH2:37][CH2:36]1. The reactants are [BH4-], CCO, [Na+], [Na+], [OH-], O=Cc1ccc(N(c2ccccc2)c2ccccc2)cc1. The product is OCc1ccc(N(c2ccccc2)c2ccccc2)cc1. Reaction SMILES: [BH4-:22].[CH3:24][CH2:25][OH:26].[Na+:23].[Na+:28].[OH-:27].[c:1]1([N:7]([c:8]2[cH:9][cH:10][c:11]([CH:12]=[O:13])[cH:14][cH:15]2)[c:16]2[cH:17][cH:18][cH:19][cH:20][cH:21]2)[cH:2][cH:3][cH:4][cH:5][cH:6]1>>[c:1]1([N:7]([c:8]2[cH:9][cH:10][c:11]([CH2:12][OH:13])[cH:14][cH:15]2)[c:16]2[cH:17][cH:18][cH:19][cH:20][cH:21]2)[cH:2][cH:3][cH:4][cH:5][cH:6]1.